This data is from the Open Reaction Database (ORD), a public repository of structured organic reaction records. The task is: describe an organic reaction: reactants, conditions, products, and yield Reactants: C(C)(=O)N(CCCN(C)C)C1=C(C2=C(C(C=C(O2)C2=CC(=C(C=C2)NC(C(C)(C)C)=O)F)=O)C(=C1F)NC(C(C)(C)C)=O)F (7-[N-acetyl-N-(3-dimethylaminopropyl)amino]-6,8-difluoro-2-(3-fluoro-4-pivaloylaminophenyl)-5-pivaloylamino-4H-1-benzopyran-4-one), ice water. Run in S(O)(O)(=O)=O (sulfuric acid). Run at temperature 50 celsius, time 10 minute. Product: NC1=C(C(=C(C2=C1C(C=C(O2)C2=CC(=C(C=C2)N)F)=O)F)NCCCN(C)C)F (5-Amino-2-(4-amino-3-fluorophenyl)-7-(3-dimethylaminopropylamino)-6,8-difluoro-4H-1-benzopyran-4-one). The yield is 82.1%. RXN SMILES: C([N:4]([C:11]1[C:35]([F:36])=[C:34]([NH:37]C(=O)C(C)(C)C)[C:14]2[C:15](=[O:33])[CH:16]=[C:17]([C:19]3[CH:24]=[CH:23][C:22]([NH:25]C(=O)C(C)(C)C)=[C:21]([F:32])[CH:20]=3)[O:18][C:13]=2[C:12]=1[F:44])[CH2:5][CH2:6][CH2:7][N:8]([CH3:10])[CH3:9])(=O)C>S(=O)(=O)(O)O>[NH2:37][C:34]1[C:14]2[C:15](=[O:33])[CH:16]=[C:17]([C:19]3[CH:24]=[CH:23][C:22]([NH2:25])=[C:21]([F:32])[CH:20]=3)[O:18][C:13]=2[C:12]([F:44])=[C:11]([NH:4][CH2:5][CH2:6][CH2:7][N:8]([CH3:10])[CH3:9])[C:35]=1[F:36]. Procedure details: 549 mg (0.890 mmol) of the above 7-[N-acetyl-N-(3-dimethylaminopropyl)amino]-6,8-difluoro-2-(3-fluoro-4-pivaloylaminophenyl)-5-pivaloylamino-4H-1-benzopyran-4-one was dissolved in 15 mL of concentrated sulfuric acid and the solution was stirred at 50° C. for 10 minutes. The reaction solution was poured into ice water, the mixture was adjusted to pH 8 and extracted once with ethyl acetate. The organic layer was washed once with water and once with an aqueous saturated solution of sodiumchloride a... Reactants: O=C1Cc2cc(Br)ccc2N1, CCCC[Sn](CCCC)(CCCC)c1ccco1. Product: O=C1Cc2cc(-c3ccco3)ccc2N1. RXN SMILES: [Br:1][c:2]1[cH:3][c:4]2[c:8]([cH:9][cH:10]1)[NH:7][C:6](=[O:11])[CH2:5]2.[CH2:12]([Sn:13]([CH2:14][CH2:15][CH2:16][CH3:22])([c:17]1[o:18][cH:19][cH:20][cH:21]1)[CH2:23][CH2:24][CH2:25][CH3:26])[CH2:27][CH2:28][CH3:29]>>[c:2]1(-[c:17]2[o:18][cH:19][cH:20][cH:21]2)[cH:3][c:4]2[c:8]([cH:9][cH:10]1)[NH:7][C:6](=[O:11])[CH2:5]2. The reactants are CCOC(C)=O, CCCCCC, O=C=Nc1ccc(F)cc1, Nc1ccc(Oc2ccnc(-c3ccccc3)c2)cc1. The product is O=C(Nc1ccc(F)cc1)Nc1ccc(Oc2ccnc(-c3ccccc3)c2)cc1. Reaction SMILES: [CH3:21][CH2:22][O:23][C:24](=[O:25])[CH3:26].[CH3:37][CH2:38][CH2:39][CH2:40][CH2:41][CH3:42].[F:27][c:28]1[cH:29][cH:30][c:31]([N:34]=[C:35]=[O:36])[cH:32][cH:33]1.[c:1]1(-[c:7]2[n:8][cH:9][cH:10][c:11]([O:13][c:14]3[cH:15][cH:16][c:17]([NH2:18])[cH:19][cH:20]3)[cH:12]2)[cH:2][cH:3][cH:4][cH:5][cH:6]1>>[c:1]1(-[c:7]2[n:8][cH:9][cH:10][c:11]([O:13][c:14]3[cH:15][cH:16][c:17]([NH:18][C:35]([NH:34][c:31]4[cH:30][cH:29][c:28]([F:27])[cH:33][cH:32]4)=[O:36])[cH:19][cH:20]3)[cH:12]2)[cH:2][cH:3][cH:4][cH:5][cH:6]1.